From a dataset of the Open Reaction Database (ORD), a public repository of structured organic reaction records. describe an organic reaction: reactants, conditions, products, and yield Reactants: [Br-], [Br-], [Br-], OC(CCc1ccc2c(c1)OCO2)C1CC1, [Li+], BrP(Br)Br, [Zn+2]. Yields the product BrCCC=CCCc1ccc2c(c1)OCO2. As a reaction SMILES: [Br-:22].[Br-:23].[Br-:25].[CH2:1]1[O:2][c:3]2[cH:4][c:5]([CH2:10][CH2:11][CH:12]([OH:13])[CH:14]3[CH2:15][CH2:16]3)[cH:6][cH:7][c:8]2[O:9]1.[Li+:21].[P:17]([Br:18])([Br:19])[Br:20].[Zn+2:24]>>[CH2:1]1[O:2][c:3]2[cH:4][c:5]([CH2:10][CH2:11][CH:12]=[CH:14][CH2:15][CH2:16][Br:18])[cH:6][cH:7][c:8]2[O:9]1.